Dataset: the Open Reaction Database (ORD), a public repository of structured organic reaction records. Task: describe an organic reaction: reactants, conditions, products, and yield The reactants are Cc1ccccc1, ClP(Cl)(Cl)(Cl)Cl, O=C(Nc1ccccc1C(F)(F)F)c1ccccc1. Product: FC(F)(F)c1ccccc1N=C(Cl)c1ccccc1. RXN SMILES: [CH3:26][c:27]1[cH:28][cH:29][cH:30][cH:31][cH:32]1.[Cl:20][P:21]([Cl:22])([Cl:23])([Cl:24])[Cl:25].[F:1][C:2]([c:3]1[c:4]([NH:9][C:10]([c:11]2[cH:12][cH:13][cH:14][cH:15][cH:16]2)=[O:17])[cH:5][cH:6][cH:7][cH:8]1)([F:18])[F:19]>>[F:1][C:2]([c:3]1[c:4]([N:9]=[C:10]([c:11]2[cH:12][cH:13][cH:14][cH:15][cH:16]2)[Cl:20])[cH:5][cH:6][cH:7][cH:8]1)([F:18])[F:19]. Reaction SMILES: [C:1]([O:5][C:6]([N:8]1[CH2:13][CH2:12][CH:11]([CH2:14][C:15]2[CH:20]=[CH:19][C:18]([NH:21][S:22]([CH3:25])(=[O:24])=[O:23])=[CH:17][CH:16]=2)[CH2:10][CH2:9]1)=[O:7])([CH3:4])([CH3:3])[CH3:2].[H-].[Na+].[CH3:28]I>CN(C)C=O>[C:1]([O:5][C:6]([N:8]1[CH2:13][CH2:12][CH:11]([CH2:14][C:15]2[CH:20]=[CH:19][C:18]([N:21]([CH3:28])[S:22]([CH3:25])(=[O:24])=[O:23])=[CH:17][CH:16]=2)[CH2:10][CH2:9]1)=[O:7])([CH3:3])([CH3:4])[CH3:2] |f:1.2|. Solvent: CN(C=O)C (N,N-dimethylformamide). Reported procedure: 1-tert-Butoxycarbonyl-4-[4-(methylsulfonyl)aminobenzyl]piperidine (1.4 g, 3.81 mmol) was dissolved in N,N-dimethylformamide (10 mL). To the solution was added 72% sodium hydride in mineral oil (143 mg, 4.29 mmol) under ice cooling, and the mixture was stirred for 10 minutes., To the mixture was added methyl iodide (0.25 mL, 4 mmol), and the mixture was stirred at room temperature for 1 hour. After cooling, the reaction mixture was poured into ice-water (20 mL). and the mixture was extracted with... Product: C(C)(C)(C)OC(=O)N1CCC(CC1)CC1=CC=C(C=C1)N(S(=O)(=O)C)C (1-tert-Butoxycarbonyl-4-{4-[methyl(methylsulfonyl)amino]benzyl}piperidine). The yield is 82.3%. Reaction conditions: time 10 minute. Reactants: CI (methyl iodide), C(C)(C)(C)OC(=O)N1CCC(CC1)CC1=CC=C(C=C1)NS(=O)(=O)C (1-tert-Butoxycarbonyl-4-[4-(methylsulfonyl)aminobenzyl]piperidine), [H-].[Na+] (sodium hydride), oil, ice water. Reactants: C(C)OC1=C(C=C(C=C1)C(F)(F)F)C1=CC2=C(C(=N1)C#N)N=CN2C2OCCCC2 (6-(2-Ethoxy-5-trifluoromethyl-phenyl)-1-(tetrahydro-pyran-2-yl)-1H-imidazo-[4,5-c]pyridine-4-carbonitrile), O.C1(=CC=C(C=C1)S(=O)(=O)O)C (para-toluenesulfonic acid hydrate). The solvent is CO (methanol), C(Cl)Cl (DCM). Reaction conditions: time 8 hour. Product: C(C)OC1=C(C=C(C=C1)C(F)(F)F)C1=CC2=C(C(=N1)C#N)N=CN2 (6-(2-Ethoxy-5-trifluoromethyl-phenyl)-1H-imidazo[4,5-c]pyridine-4-carbonitrile). Reaction SMILES: [CH2:1]([O:3][C:4]1[CH:9]=[CH:8][C:7]([C:10]([F:13])([F:12])[F:11])=[CH:6][C:5]=1[C:14]1[N:19]=[C:18]([C:20]#[N:21])[C:17]2[N:22]=[CH:23][N:24](C3CCCCO3)[C:16]=2[CH:15]=1)[CH3:2].O.C1(C)C=CC(S(O)(=O)=O)=CC=1>CO.C(Cl)Cl>[CH2:1]([O:3][C:4]1[CH:9]=[CH:8][C:7]([C:10]([F:13])([F:11])[F:12])=[CH:6][C:5]=1[C:14]1[N:19]=[C:18]([C:20]#[N:21])[C:17]2[N:22]=[CH:23][NH:24][C:16]=2[CH:15]=1)[CH3:2] |f:1.2|. Procedure details: 6-(2-Ethoxy-5-trifluoromethyl-phenyl)-1-(tetrahydro-pyran-2-yl)-1H-imidazo-[4,5-c]pyridine-4-carbonitrile (67 mg) and para-toluenesulfonic acid hydrate (10 mg) were added in methanol (5 ml) and DCM (5 ml). The mixture was stirred at room temperature overnight before concentration and purification on preparative HPLC to afford 6-(2-Ethoxy-5-trifluoromethyl-phenyl)-1H-imidazo[4,5-c]pyridine-4-carbonitrile. 1H NMR (MeOH) δ 8.55 (s, 1H) 8.48 (s, 1H) 8.15 (s, 1H) 7.70 (d, 1H) 7.29 (d, 1H) 4.26 (q, 2H... Isolated yield 96.6%. Reaction SMILES: [CH:1]1([C:4]2[CH:9]=[CH:8][N:7]=[CH:6][C:5]=2[N:10]2[CH2:19][CH2:18][C:17]3[C:12](=[CH:13][C:14]([N+:21]([O-])=O)=[C:15]([F:20])[CH:16]=3)[C:11]2=[O:24])[CH2:3][CH2:2]1.C(O)(=O)C>C1COCC1.[Fe]>[NH2:21][C:14]1[CH:13]=[C:12]2[C:17]([CH2:18][CH2:19][N:10]([C:5]3[CH:6]=[N:7][CH:8]=[CH:9][C:4]=3[CH:1]3[CH2:2][CH2:3]3)[C:11]2=[O:24])=[CH:16][C:15]=1[F:20]. The solvent is C1CCOC1 (THF). The reagents and catalysts are [Fe] (iron). The reactants are C1(CC1)C1=C(C=NC=C1)N1C(C2=CC(=C(C=C2CC1)F)[N+](=O)[O-])=O (2-(4-Cyclopropylpyridin-3-yl)-6-fluoro-7-nitro-3,4-dihydroisoquinolin-1(2H)-one), C(C)(=O)O (acetic acid). The product is NC1=C(C=C2CCN(C(C2=C1)=O)C=1C=NC=CC1C1CC1)F (7-amino-2-(4-cyclopropylpyridin-3-yl)-6-fluoro-3,4-dihydroisoquinolin-1(2H)-one). Reported procedure: 2-(4-Cyclopropylpyridin-3-yl)-6-fluoro-7-nitro-3,4-dihydroisoquinolin-1(2H)-one (I-82a: 400 mg, 1.219 mmol) was reduced with iron powder (340 mg, 6.09 mmol) and acetic acid (10 mL) in THF (10 mL) at 75° C. for 4 hours to afford 350 mg of the product (96.6% yield). Starting materials: CCCC12CCC3C4=C(CCC3C1CCC2O)CC(=O)CC4, CCC12CCC3C4=C(CCC3C1CCC2O)CC(=O)CC4. Product: CCCC12CCC3C4CCC(=O)C=C4CCC3C1CCC2O. As a reaction SMILES: [CH2:1]([CH2:2][CH3:3])[C:4]12[CH:5]([OH:22])[CH2:6][CH2:7][CH:8]1[CH:9]1[CH:10]([CH2:11][CH2:12]2)[C:13]2=[C:18]([CH2:17][C:16](=[O:21])[CH2:15][CH2:14]2)[CH2:19][CH2:20]1.[CH2:23]([C:24]12[CH2:25][CH2:26][CH:27]3[C:28]4=[C:34]([CH2:33][C:31](=[O:32])[CH2:30][CH2:29]4)[CH2:35][CH2:36][CH:37]3[CH:38]1[CH2:39][CH2:40][CH:41]2[OH:42])[CH3:43]>>[CH2:1]([CH2:2][CH3:3])[C:4]12[CH:5]([OH:22])[CH2:6][CH2:7][CH:8]1[CH:9]1[CH:10]([CH2:11][CH2:12]2)[CH:13]2[CH2:14][CH2:15][C:16](=[O:21])[CH:17]=[C:18]2[CH2:19][CH2:20]1. Starting materials: [N+]=1(C(C(=O)O)=CC=C(C(=O)O)C1)[O-] (isocinchomeronic acid-N-oxide), C(Cl)Cl (CH2Cl2), CC(=O)OC(=O)C (Ac2O), C(Cl)Cl (CH2Cl2), OC1=NC=C(C=C1)C(=O)O (2-hydroxy-5-pyridine carboxylic acid). Solvent: CCN(CC)CC (Et3N), CCN(CC)CC (Et3N). The product is ClC1=NC=C(C=C1)C(=O)O (2-chloro-5-pyridine carboxylic acid). The yield is 40.8%. Reaction SMILES: [N+:1]1([O-])[C:2](=[CH:6][CH:7]=[C:8]([CH:12]=1)[C:9]([OH:11])=[O:10])C(O)=O.CC(OC(C)=O)=O.OC1C=CC(C(O)=O)=CN=1.C(Cl)[Cl:32]>CCN(CC)CC>[Cl:32][C:2]1[CH:6]=[CH:7][C:8]([C:9]([OH:11])=[O:10])=[CH:12][N:1]=1. Reported procedure: A sludge of 50 g of CH2Cl2, 10 g of Et3N and 9.1 g of isocinchomeronic acid-N-oxide was placed in an autoclave. Under 4.5 atu. and at 65° C., a mixture of 10.2 g of Ac2O, 5 g of Et3N and 50 g of CH2Cl2 was additionally pumped in. At the end of the addition, the reaction mixture was processed as in Example 1. The yield was 40.8 percent of 2-chloro-5-pyridine carboxylic acid (6-chloronicotinic acid) and 44.2 percent of 2-hydroxy-5-pyridine carboxylic acid (6-hydroxynicotinic acid).